The task is: describe an organic reaction: reactants, conditions, products, and yield. This data is from the Open Reaction Database (ORD), a public repository of structured organic reaction records. Starting materials: CC(=O)O, [H][H], Cc1cc(NC(=O)C(N)Cc2cn(Cc3ccccc3)cn2)ccc1C(=O)N1CCCC1, [OH-], [OH-], [Pd+2]. Yields the product Cc1cc(NC(=O)C(N)Cc2c[nH]cn2)ccc1C(=O)N1CCCC1. RXN SMILES: [CH3:35][C:36](=[O:37])[OH:38].[H:33][H:34].[NH2:1][CH:2]([C:3](=[O:4])[NH:5][c:6]1[cH:7][c:8]([CH3:19])[c:9]([C:12](=[O:13])[N:14]2[CH2:15][CH2:16][CH2:17][CH2:18]2)[cH:10][cH:11]1)[CH2:20][c:21]1[n:22][cH:23][n:24]([CH2:26][c:27]2[cH:28][cH:29][cH:30][cH:31][cH:32]2)[cH:25]1.[OH-:39].[OH-:40].[Pd+2:41]>>[NH2:1][CH:2]([C:3](=[O:4])[NH:5][c:6]1[cH:7][c:8]([CH3:19])[c:9]([C:12](=[O:13])[N:14]2[CH2:15][CH2:16][CH2:17][CH2:18]2)[cH:10][cH:11]1)[CH2:20][c:21]1[n:22][cH:23][nH:24][cH:25]1. The reactants are ClC1=C2C=C(C(=NC2=CC=C1)C1=C(C=CC=C1)C(F)(F)F)C=O (5-chloro-2-(2-(trifluoromethyl)phenyl)quinoline-3-carbaldehyde), [BH4-].[Na+] (sodium borohydride). The solvent is C1CCOC1 (THF). Run at temperature 0 celsius, time 1 hour. Yields the product ClC1=C2C=C(C(=NC2=CC=C1)C1=C(C=CC=C1)C(F)(F)F)CO ((5-chloro-2-(2-(trifluoromethyl)phenyl)quinolin-3-yl)methanol). RXN SMILES: [Cl:1][C:2]1[CH:11]=[CH:10][CH:9]=[C:8]2[C:3]=1[CH:4]=[C:5]([CH:22]=[O:23])[C:6]([C:12]1[CH:17]=[CH:16][CH:15]=[CH:14][C:13]=1[C:18]([F:21])([F:20])[F:19])=[N:7]2.[BH4-].[Na+]>C1COCC1>[Cl:1][C:2]1[CH:11]=[CH:10][CH:9]=[C:8]2[C:3]=1[CH:4]=[C:5]([CH2:22][OH:23])[C:6]([C:12]1[CH:17]=[CH:16][CH:15]=[CH:14][C:13]=1[C:18]([F:20])([F:21])[F:19])=[N:7]2 |f:1.2|. Procedure: To a solution of 5-chloro-2-(2-(trifluoromethyl)phenyl)quinoline-3-carbaldehyde (2.1673 g, 6.456 mmol) in 32 mL of THF at 0° C. was added sodium borohydride (0.3664 g, 9.684 mmol) and the mixture was stirred at 0° C. After 1 hr at 0° C., the mixture was partitioned between EtOAc (100 mL) and H2O (100 mL), and the organic layer was washed with brine (50 mL×3), dried over Na2SO4, filtered, and concentrated under reduced pressure to give (5-chloro-2-(2-(trifluoromethyl)phenyl)quinolin-3-yl)methanol... Reactants: FC(C=1C=C(C=CC1)[C@@H](C)OC(NC=1N(N=NC1C1=CC=C(C=C1)Br)C)=O)(F)F ([5-(4-bromo-phenyl)-3-methyl-3H-[1,2,3]triazol-4-yl]-carbamic acid (R)-1-(3-trifluoromethyl-phenyl)-ethyl ester), C(=O)([O-])[O-].[Na+].[Na+] (Na2CO3), CC1(OB(OC1(C)C)C1=CC=C(C=C1)C1(CC1)C(=O)NS(=O)(=O)C)C (N-{1-[4-(4,4,5,5-tetramethyl-[1,3,2]dioxaborolan-2-yl)-phenyl]-cyclopropanecarbonyl}-methanesulfonamide), CN(C)C=O (DMF), crude material. The reagents and catalysts are Cl[Pd]Cl (PdCl2), C1=CC=C(C=C1)P([C-]2C=CC=C2)C3=CC=CC=C3.C1=CC=C(C=C1)P([C-]2C=CC=C2)C3=CC=CC=C3.[Fe+2] (DPPF). Solvent: C(Cl)Cl (DCM). Conditions: temperature 80 celsius. Yields the product FC(C=1C=C(C=CC1)[C@@H](C)OC(NC=1N(N=NC1C1=CC=C(C=C1)C1=CC=C(C=C1)C1(CC1)C(=O)NS(=O)(=O)C)C)=O)(F)F ({5-[4′-(1-methane-sulfonylamino carbonyl-cyclopropyl)-biphenyl-4-yl]-3-methyl-3H-[1,2,3]triazol-4-yl}-carbamic acid (R)-1-(3-trifluoromethyl-phenyl)-ethyl ester). The yield is 41.8%. Reaction SMILES: [F:1][C:2]([F:29])([F:28])[C:3]1[CH:4]=[C:5]([C@H:9]([O:11][C:12](=[O:27])[NH:13][C:14]2[N:15]([CH3:26])[N:16]=[N:17][C:18]=2[C:19]2[CH:24]=[CH:23][C:22](Br)=[CH:21][CH:20]=2)[CH3:10])[CH:6]=[CH:7][CH:8]=1.CC1(C)C(C)(C)OB([C:38]2[CH:43]=[CH:42][C:41]([C:44]3([C:47]([NH:49][S:50]([CH3:53])(=[O:52])=[O:51])=[O:48])[CH2:46][CH2:45]3)=[CH:40][CH:39]=2)O1.CN(C=O)C.C([O-])([O-])=O.[Na+].[Na+]>C(Cl)Cl.C1C=CC(P(C2C=CC=CC=2)[C-]2C=CC=C2)=CC=1.C1C=CC(P(C2C=CC=CC=2)[C-]2C=CC=C2)=CC=1.[Fe+2].Cl[Pd]Cl>[F:1][C:2]([F:29])([F:28])[C:3]1[CH:4]=[C:5]([C@H:9]([O:11][C:12](=[O:27])[NH:13][C:14]2[N:15]([CH3:26])[N:16]=[N:17][C:18]=2[C:19]2[CH:24]=[CH:23][C:22]([C:38]3[CH:39]=[CH:40][C:41]([C:44]4([C:47]([NH:49][S:50]([CH3:53])(=[O:52])=[O:51])=[O:48])[CH2:46][CH2:45]4)=[CH:42][CH:43]=3)=[CH:21][CH:20]=2)[CH3:10])[CH:6]=[CH:7][CH:8]=1 |f:3.4.5,7.8.9|. Procedure: In a 20 mL vial, [5-(4-bromo-phenyl)-3-methyl-3H-[1,2,3]triazol-4-yl]-carbamic acid (R)-1-(3-trifluoromethyl-phenyl)-ethyl ester (123.7 mg, 264 μmol), N-{1-[4-(4,4,5,5-tetramethyl-[1,3,2]dioxaborolan-2-yl)-phenyl]-cyclopropanecarbonyl}-methanesulfonamide (110 mg, 301 μmol), DPPF (36 mg, 64.9 μmol) and PdCl2(dppOCH2Cl2 (40 mg, 49.0 μmol) were combined with DMF (5 mL, with nitrogen bubbled through for 20 min) to give a light brown/red solution. To this was added 2N Na2CO3 (527 μl, 1.05 mmol, with ... Reactants: O=C1CCC(N2Cc3c(OCc4ccc(CBr)cc4)cccc3C2=O)C(=O)N1, CC#N, CCN(C(C)C)C(C)C, c1cnc2c(c1)CNCC2. Reaction SMILES: [Br:4][CH2:5][c:6]1[cH:7][cH:8][c:9]([CH2:10][O:11][c:12]2[c:13]3[c:17]([cH:18][cH:19][cH:20]2)[C:16](=[O:21])[N:15]([CH:22]2[C:23](=[O:29])[NH:24][C:25](=[O:28])[CH2:26][CH2:27]2)[CH2:14]3)[cH:30][cH:31]1.[CH3:1][C:2]#[N:3].[CH:42]([N:43]([CH2:44][CH3:45])[CH:46]([CH3:47])[CH3:48])([CH3:49])[CH3:50].[n:32]1[cH:33][cH:34][cH:35][c:36]2[c:41]1[CH2:40][CH2:39][NH:38][CH2:37]2>>[CH2:5]([c:6]1[cH:7][cH:8][c:9]([CH2:10][O:11][c:12]2[c:13]3[c:17]([cH:18][cH:19][cH:20]2)[C:16](=[O:21])[N:15]([CH:22]2[C:23](=[O:29])[NH:24][C:25](=[O:28])[CH2:26][CH2:27]2)[CH2:14]3)[cH:30][cH:31]1)[N:38]1[CH2:37][c:36]2[cH:35][cH:34][cH:33][n:32][c:41]2[CH2:40][CH2:39]1. Product: O=C1CCC(N2Cc3c(OCc4ccc(CN5CCc6ncccc6C5)cc4)cccc3C2=O)C(=O)N1. Yield: 91.9%. As a reaction SMILES: [CH2:1]([N:4]([C:14](=[O:25])[CH2:15][C:16]1[C:21]([CH3:22])=[CH:20][C:19]([CH3:23])=[CH:18][C:17]=1[CH3:24])[C:5]1[N:6]=[CH:7][S:8][C:9]=1[C:10]([O:12]C)=O)[CH:2]=[CH2:3].[H-].[Na+].O>CN(C)C=O>[CH2:1]([N:4]1[C:14](=[O:25])[C:15]([C:16]2[C:17]([CH3:24])=[CH:18][C:19]([CH3:23])=[CH:20][C:21]=2[CH3:22])=[C:10]([OH:12])[C:9]2[S:8][CH:7]=[N:6][C:5]1=2)[CH:2]=[CH2:3] |f:1.2|. The reactants are [H-].[Na+] (sodium hydride), C(C=C)N(C=1N=CSC1C(=O)OC)C(CC1=C(C=C(C=C1C)C)C)=O (methyl 4-[allyl(mesitylacetyl)amino]-1,3-thiazole-5-carboxylate), O (water). Product: C(C=C)N1C2=C(C(=C(C1=O)C1=C(C=C(C=C1C)C)C)O)SC=N2 (4-allyl-7-hydroxy-6-mesityl[1,3]thiazolo[4,5-b]pyridin-5(4H)-one). Procedure details: 1.8 g (5 mmol) of methyl 4-[allyl(mesitylacetyl)amino]-1,3-thiazole-5-carboxylate were initially charged in 5 ml of N,N-dimethylformamide and cooled to 0° C. 1.5 eq of sodium hydride (60%) were added and allowed to warm up gradually to room temperature (RT). After stirring at RT for one hour, 5 ml of water were added and the mixture was acidified to pH 1-2. The precipitate formed was filtered off with suction. 1.5 g of inventive compound I-a-2 were thus obtained. Run at temperature 0 celsius, time 1 hour. The solvent is CN(C=O)C (N,N-dimethylformamide). Starting materials: CC1=CC=C(C=C1)S(=O)(=O)OC[C@H]1OC1 ((S)-(oxiranylmethyl) 4-methylbenzenesulfonate), [H-].[Na+] (sodium hydride), oil, FC=1C=C(C=CC1F)O (3,4-difluorophenol), ice water. Solvent: CN(C=O)C (N,N-dimethylformamide), CN(C=O)C (N,N-dimethylformamide). Reaction conditions: time 8 hour. The product is FC=1C=C(OC[C@H]2OC2)C=CC1F ((S)-[(3,4-difluorophenoxy)methyl]oxirane). Isolated yield 51.1%. As a reaction SMILES: [F:1][C:2]1[CH:3]=[C:4]([OH:9])[CH:5]=[CH:6][C:7]=1[F:8].[H-].[Na+].CC1C=CC(S(O[CH2:23][C@@H:24]2[CH2:26][O:25]2)(=O)=O)=CC=1>CN(C)C=O>[F:1][C:2]1[CH:3]=[C:4]([CH:5]=[CH:6][C:7]=1[F:8])[O:9][CH2:23][C@@H:24]1[CH2:26][O:25]1 |f:1.2|. Procedure details: To a stirred and cooled (ice-bath) mixture of 13.0 g of 3,4-difluorophenol and 200 ml of N,N-dimethylformamide, there were added 4.8 g of a dispersion of sodium hydride in mineral oil (50%) and, after stirring for 1 hour, a solution of 22.8 g of (S)-(oxiranylmethyl) 4-methylbenzenesulfonate (ester) in some N,N-dimethylformamide. Stirring at room temperature was continued overnight. The reaction mixture was poured into ice-water and the product was extracted with methylbenzene. The extract was wa... The reactants are D1, COC1=C(CON2C(NC3=C(C2=O)SC2=C3C=C(C=C2)[N+](=O)[O-])=O)C=CC(=C1)OC (3-(2,4-Dimethoxy-benzyloxy)-8-nitro-1H-benzo[4,5]thieno[3,2-d]pyrimidine-2,4-dione), C(C1=CC=CC=C1)Br (benzyl bromide). Yields the product C(C1=CC=CC=C1)N1C(N(C(C2=C1C1=C(S2)C=CC(=C1)[N+](=O)[O-])=O)O)=O (1-Benzyl-3-hydroxy-8-nitro-1H-benzo[4,5]thieno[3,2-d]pyrimidine-2,4-dione). As a reaction SMILES: COC1C=C(OC)C=CC=1C[O:6][N:7]1[C:12](=[O:13])[C:11]2[S:14][C:15]3[CH:20]=[CH:19][C:18]([N+:21]([O-:23])=[O:22])=[CH:17][C:16]=3[C:10]=2[NH:9][C:8]1=[O:24].[CH2:31](Br)[C:32]1[CH:37]=[CH:36][CH:35]=[CH:34][CH:33]=1>>[CH2:31]([N:9]1[C:10]2[C:16]3[CH:17]=[C:18]([N+:21]([O-:23])=[O:22])[CH:19]=[CH:20][C:15]=3[S:14][C:11]=2[C:12](=[O:13])[N:7]([OH:6])[C:8]1=[O:24])[C:32]1[CH:37]=[CH:36][CH:35]=[CH:34][CH:33]=1. Reported procedure: Following general procedure B2 and D1, 3-(2,4-Dimethoxy-benzyloxy)-8-nitro-1H-benzo[4,5]thieno[3,2-d]pyrimidine-2,4-dione was alkylated with benzyl bromide and subsequently deprotected to provide the title compound as a light yellow solid. 1H NMR (d6-DMSO, 300 MHz) δ 5.77 (s, 2H); 7.24-7.40 (m, 5H), 8.29 (dd, J1=9 Hz, J2=2 Hz, 1H); 8.40 (d, J=9 Hz, 1H); 8.71 (d, J=2 Hz, 1H); Ret. time=2.56 min., m/z=368.0. The reactants are O=C([O-])[O-], O=c1c(OCc2ccccc2)c(-c2ncc(Cc3ccc(F)cc3)s2)nc2c(Br)cc(N3CCOCC3)cn12, CC(C)N1CCNC1=O, [Cs+], [Cs+], N#N, O=C(C=Cc1ccccc1)C=Cc1ccccc1, C1COCCO1, O=C(C=Cc1ccccc1)C=Cc1ccccc1, O=C(C=Cc1ccccc1)C=Cc1ccccc1, O, [Pd], [Pd]. Yields the product CC(C)N1CCN(c2cc(N3CCOCC3)cn3c(=O)c(OCc4ccccc4)c(-c4ncc(Cc5ccc(F)cc5)s4)nc23)C1=O. Reaction SMILES: [C:49](=[O:50])([O-:51])[O-:52].[CH2:1]([c:2]1[cH:3][cH:4][cH:5][cH:6][cH:7]1)[O:8][c:9]1[c:10](-[c:27]2[s:28][c:29]([CH2:32][c:33]3[cH:34][cH:35][c:36]([F:39])[cH:37][cH:38]3)[cH:30][n:31]2)[n:11][c:12]2[n:13]([c:14]1=[O:15])[cH:16][c:17]([N:21]1[CH2:22][CH2:23][O:24][CH2:25][CH2:26]1)[cH:18][c:19]2[Br:20].[CH:40]([CH3:41])([CH3:42])[N:43]1[C:44](=[O:48])[NH:45][CH2:46][CH2:47]1.[Cs+:53].[Cs+:54].[N:55]#[N:56].[O:101]=[C:102]([CH:103]=[CH:104][c:105]1[cH:106][cH:107][cH:108][cH:109][cH:110]1)[CH:111]=[CH:112][c:113]1[cH:114][cH:115][cH:116][cH:117][cH:118]1.[O:57]1[CH2:58][CH2:59][O:60][CH2:61][CH2:62]1.[O:65]=[C:66]([CH:67]=[CH:68][c:69]1[cH:70][cH:71][cH:72][cH:73][cH:74]1)[CH:75]=[CH:76][c:77]1[cH:78][cH:79][cH:80][cH:81][cH:82]1.[O:83]=[C:84]([CH:85]=[CH:86][c:87]1[cH:88][cH:89][cH:90][cH:91][cH:92]1)[CH:93]=[CH:94][c:95]1[cH:96][cH:97][cH:98][cH:99][cH:100]1.[OH2:119].[Pd:63].[Pd:64]>>[CH2:1]([c:2]1[cH:3][cH:4][cH:5][cH:6][cH:7]1)[O:8][c:9]1[c:10](-[c:27]2[s:28][c:29]([CH2:32][c:33]3[cH:34][cH:35][c:36]([F:39])[cH:37][cH:38]3)[cH:30][n:31]2)[n:11][c:12]2[n:13]([c:14]1=[O:15])[cH:16][c:17]([N:21]1[CH2:22][CH2:23][O:24][CH2:25][CH2:26]1)[cH:18][c:19]2[N:45]1[C:44](=[O:48])[N:43]([CH:40]([CH3:41])[CH3:42])[CH2:47][CH2:46]1.